From a dataset of the Open Reaction Database (ORD), a public repository of structured organic reaction records. describe an organic reaction: reactants, conditions, products, and yield The reactants are C(CCC)[Sn](C=1SC=CC1)(CCCC)CCCC (2-(tributylstannyl)thiophene), ClC=1C=C2C(=C(N1)C)C(OCC2)=O (6-chloro-8-methyl-3,4-dihydro-pyrano[3,4-c]pyridine-1-on), [F-].[K+] (KF). The reagents and catalysts are C=1C=CC(=CC1)[P](C=2C=CC=CC2)(C=3C=CC=CC3)[Pd]([P](C=4C=CC=CC4)(C=5C=CC=CC5)C=6C=CC=CC6)([P](C=7C=CC=CC7)(C=8C=CC=CC8)C=9C=CC=CC9)[P](C=1C=CC=CC1)(C=1C=CC=CC1)C=1C=CC=CC1 (Pd(PPh3)4). The solvent is C1(=CC=CC=C1)C (toluene). Conditions: temperature 100 celsius, time 8 hour. The product is CC=1N=C(C=C2C1C(OCC2)=O)C=2SC=CC2 (8-methyl-6-(thiophene-2-yl)-3,4-dihydro-pyrano[3,4-c]pyridine-1-on). The yield is 96.4%. As a reaction SMILES: C([Sn](CCCC)(CCCC)[C:6]1[S:7][CH:8]=[CH:9][CH:10]=1)CCC.Cl[C:20]1[CH:21]=[C:22]2[CH2:30][CH2:29][O:28][C:27](=[O:31])[C:23]2=[C:24]([CH3:26])[N:25]=1.[F-].[K+]>C1C=CC([P]([Pd]([P](C2C=CC=CC=2)(C2C=CC=CC=2)C2C=CC=CC=2)([P](C2C=CC=CC=2)(C2C=CC=CC=2)C2C=CC=CC=2)[P](C2C=CC=CC=2)(C2C=CC=CC=2)C2C=CC=CC=2)(C2C=CC=CC=2)C2C=CC=CC=2)=CC=1.C1(C)C=CC=CC=1>[CH3:26][C:24]1[N:25]=[C:20]([C:6]2[S:7][CH:8]=[CH:9][CH:10]=2)[CH:21]=[C:22]2[CH2:30][CH2:29][O:28][C:27](=[O:31])[C:23]=12 |f:2.3,^1:37,39,58,77|. Procedure: 2-(tributylstannyl)thiophene (940 mg, 2.52 mmol) was dropwisely added to a toluene solution of 6-chloro-8-methyl-3,4-dihydro-pyrano[3,4-c]pyridine-1-on (250 mg, 1.26 mmol) and Pd(PPh3)4 (146 mg, 0.13 mmol), and then stirred overnight at 100° C. The solution was cooled down to room temperature, added with 15 mL of 0.4M KF solution and then extracted with methylene chloride. The resulting organic layer was dried with anhydrous sodium sulfate, filtered and then concentrated under reduced pressure. ...